From a dataset of the Open Reaction Database (ORD), a public repository of structured organic reaction records. describe an organic reaction: reactants, conditions, products, and yield Starting materials: CC(=O)NCc1cc(F)ccc1S(=O)(=O)Cl, CO, CO, N, C1CCOC1. The product is CC(=O)NCc1cc(F)ccc1S(N)(=O)=O. RXN SMILES: [C:4]([CH3:5])(=[O:6])[NH:7][CH2:8][c:9]1[c:10]([S:16](=[O:17])(=[O:18])[Cl:19])[cH:11][cH:12][c:13]([F:15])[cH:14]1.[CH3:1][OH:2].[CH3:20][OH:21].[NH3:3].[O:22]1[CH2:23][CH2:24][CH2:25][CH2:26]1>>[NH2:3][S:16]([c:10]1[c:9]([CH2:8][NH:7][C:4]([CH3:5])=[O:6])[cH:14][c:13]([F:15])[cH:12][cH:11]1)(=[O:17])=[O:18]. The reactants are Br, CCOC(C)=O, CC(=O)O, Br[Cu]Br, O=C(CSc1ccccc1)c1ccccc1F. Product: O=C(c1ccccc1F)C(Br)Sc1ccccc1. As a reaction SMILES: [BrH:18].[CH3:19][CH2:20][O:21][C:22](=[O:23])[CH3:24].[CH3:25][C:26](=[O:27])[OH:28].[Cu:29]([Br:30])[Br:31].[F:1][c:2]1[c:3]([C:8]([CH2:9][S:10][c:11]2[cH:12][cH:13][cH:14][cH:15][cH:16]2)=[O:17])[cH:4][cH:5][cH:6][cH:7]1>>[F:1][c:2]1[c:3]([C:8]([CH:9]([S:10][c:11]2[cH:12][cH:13][cH:14][cH:15][cH:16]2)[Br:18])=[O:17])[cH:4][cH:5][cH:6][cH:7]1. Starting materials: CCOC(C)=O, [H][H], [Mg+2], Nc1c([N+](=O)[O-])c(Cl)nc2ccccc12, O=S(=O)([O-])[O-]. The product is Nc1c(Cl)nc2ccccc2c1N. RXN SMILES: [CH3:24][CH2:25][O:26][C:27](=[O:28])[CH3:29].[H:22][H:23].[Mg+2:16].[NH2:1][c:2]1[c:3]([N+:13]([O-:14])=[O:15])[c:4]([Cl:12])[n:5][c:6]2[cH:7][cH:8][cH:9][cH:10][c:11]12.[O-:17][S:18](=[O:19])(=[O:20])[O-:21]>>[NH2:1][c:2]1[c:3]([NH2:13])[c:4]([Cl:12])[n:5][c:6]2[cH:7][cH:8][cH:9][cH:10][c:11]12. Reactants: C(C)OC(=O)C1(CCN(CC1)CCC=C1C2=C(CCC3=C1C=CC=C3)C=CC=C2)C2=CC=C(C=C2)Cl (4-(4-chlorophenyl)-1-(3-(10,11-dihydro-5H-dibenzo[a,d]cyclohepten-5-ylidene)-1-propyl)-4-piperidinecarboxylic acid ethyl ester), [OH-].[Na+] (sodium hydroxide). Run in C(C)O (ethanol). Conditions: time 24 hour. The product is Cl.ClC1=CC=C(C=C1)C1(CCN(CC1)CCC=C1C2=C(CCC3=C1C=CC=C3)C=CC=C2)C(=O)O (4-(4-Chlorophenyl)-1-(3-(10,11-dihydro-5H-dibenzo[a,d]cyclohepten-5-ylidene)-1-propyl)-4-piperidinecarboxylic acid hydrochloride). The yield is 165.4%. As a reaction SMILES: C([O:3][C:4]([C:6]1([C:30]2[CH:35]=[CH:34][C:33]([Cl:36])=[CH:32][CH:31]=2)[CH2:11][CH2:10][N:9]([CH2:12][CH2:13][CH:14]=[C:15]2[C:21]3[CH:22]=[CH:23][CH:24]=[CH:25][C:20]=3[CH2:19][CH2:18][C:17]3[CH:26]=[CH:27][CH:28]=[CH:29][C:16]2=3)[CH2:8][CH2:7]1)=[O:5])C.[OH-].[Na+]>C(O)C>[ClH:36].[Cl:36][C:33]1[CH:32]=[CH:31][C:30]([C:6]2([C:4]([OH:5])=[O:3])[CH2:11][CH2:10][N:9]([CH2:12][CH2:13][CH:14]=[C:15]3[C:16]4[CH:29]=[CH:28][CH:27]=[CH:26][C:17]=4[CH2:18][CH2:19][C:20]4[CH:25]=[CH:24][CH:23]=[CH:22][C:21]3=4)[CH2:8][CH2:7]2)=[CH:35][CH:34]=1 |f:1.2,4.5|. Procedure details: A mixture of the above ester (2.20 g, 0.0044 mol) and 20% sodium hydroxide (2 ml) in ethanol (18 ml) was stirred at room temperature for 24 h and left standing for additional 24 h. Ethanol was evaporated in vacuo and the residue was dissolved in dichloromethane (300 ml). The resulting solution was acidified with acetic acid, washed with water (3×15 ml) and the organic phase was dried (MgSO4). The solvent was evaporated in vacuo, the residue (2.60 g) was dissolved in a mixture of ether and aceton...